From a dataset of the Open Reaction Database (ORD), a public repository of structured organic reaction records. describe an organic reaction: reactants, conditions, products, and yield Starting materials: NCCC1=CC=C(C=C1)O (tyramine), ClC=1C=C([C@@H]2CO2)C=CC1 ((R)-m-chloro-styrene oxide), amine. Run in CS(=O)C (DMSO). Product: ClC=1C=C([C@H](CNCCC2=CC=C(C=C2)O)O)C=CC1 ((R)-m-chloro-[[(p-hydroxyphenethyl)amino]methyl]benzyl alcohol). Reaction SMILES: [NH2:1][CH2:2][CH2:3][C:4]1[CH:9]=[CH:8][C:7]([OH:10])=[CH:6][CH:5]=1.[Cl:11][C:12]1[CH:13]=[C:14]([CH:18]=[CH:19][CH:20]=1)[C@H:15]1[O:17][CH2:16]1>CS(C)=O>[Cl:11][C:12]1[CH:13]=[C:14]([CH:18]=[CH:19][CH:20]=1)[C@@H:15]([OH:17])[CH2:16][NH:1][CH2:2][CH2:3][C:4]1[CH:9]=[CH:8][C:7]([OH:10])=[CH:6][CH:5]=1. Reported procedure: Thus, for the preparation of the amine starting material in Example 11 hereinafter, tyramine was reacted with (R)-m-chloro-styrene oxide in DMSO while heating to give (R)-m-chloro-[[(p-hydroxyphenethyl)amino]methyl]benzyl alcohol and the latter was etherified by reaction with 2-ethoxyethylmethanesulphonate to give (R)-m-chloro-α-[[[(p-(2 -ethoxyethoxy)phenethyl]amino]methyl]benzyl alcohol, [α]20/D=-20° (c=0.5 in methanol). Reactants: C1(CCCCC1)C1=C(C=C(C=C1)C)O (2-Cyclohexyl-5-methylphenol), FC=1C=C(C=C(C1NS(=O)(=O)C)F)C(C)NC(=O)C=1N=C(OC1)Cl (2-chloro-oxazole-4-carboxylic acid [1-(3,5-difluoro-4-methanesulfonylamino-phenyl)-ethyl]-amide), C(=O)([O-])[O-].[K+].[K+] (K2CO3). The product is FC=1C=C(C=C(C1NS(=O)(=O)C)F)C(C)NC(=O)C=1N=C(OC1)OC1=C(C=CC(=C1)C)C1CCCCC1 (2-(2-Cyclohexyl-5-methyl-phenoxy)-oxazole-4-carboxylic acid [1-(3,5-difluoro-4-methanesulfonylamino-phenyl)-ethyl]-amide). Yield: 68.1%. As a reaction SMILES: [CH:1]1([C:7]2[CH:12]=[CH:11][C:10]([CH3:13])=[CH:9][C:8]=2[OH:14])[CH2:6][CH2:5][CH2:4][CH2:3][CH2:2]1.[F:15][C:16]1[CH:17]=[C:18]([CH:28]([NH:30][C:31]([C:33]2[N:34]=[C:35](Cl)[O:36][CH:37]=2)=[O:32])[CH3:29])[CH:19]=[C:20]([F:27])[C:21]=1[NH:22][S:23]([CH3:26])(=[O:25])=[O:24].C([O-])([O-])=O.[K+].[K+]>>[F:27][C:20]1[CH:19]=[C:18]([CH:28]([NH:30][C:31]([C:33]2[N:34]=[C:35]([O:14][C:8]3[CH:9]=[C:10]([CH3:13])[CH:11]=[CH:12][C:7]=3[CH:1]3[CH2:2][CH2:3][CH2:4][CH2:5][CH2:6]3)[O:36][CH:37]=2)=[O:32])[CH3:29])[CH:17]=[C:16]([F:15])[C:21]=1[NH:22][S:23]([CH3:26])(=[O:25])=[O:24] |f:2.3.4|. Procedure details: 2-Cyclohexyl-5-methylphenol (28 mg, 0.15 mmol) and 2-chloro-oxazole-4-carboxylic acid [1-(3,5-difluoro-4-methanesulfonylamino-phenyl)-ethyl]-amide (40 mg, 0.11 mmol) was reacted using K2CO3 (50 mg, 0.36 mmol) as described above to give the title compound (40 mg, 71%) after purification by flash chromatography on silica gel (hexane: EtOAc=1:1). The reactants are [H-].[Al+3].[Li+].[H-].[H-].[H-] (lithium aluminum hydride), aqueous solution, Cl (hydrochloric acid), resultant mixture, CC1(C2CCC(CC2CC(O1)=O)C)C (2,2,8-trimethyl-3-oxabicyclo-[4,4,0]- decan-4-one). The solvent is CCOCC (ether), CCOCC (ether). Product: OCCC1CC(CCC1C(C)(C)O)C (3-(2-hydroxyethyl)-p-menthan-8-ol). Yield: 88.2%. RXN SMILES: [H-].[Al+3].[Li+].[H-].[H-].[H-].[CH3:7][C:8]1([CH3:20])[O:17][C:16](=[O:18])[CH2:15][CH:14]2[CH:9]1[CH2:10][CH2:11][CH:12]([CH3:19])[CH2:13]2.Cl>CCOCC>[OH:18][CH2:16][CH2:15][CH:14]1[CH:9]([C:8]([OH:17])([CH3:7])[CH3:20])[CH2:10][CH2:11][CH:12]([CH3:19])[CH2:13]1 |f:0.1.2.3.4.5|. Procedure: Into a four-mouth flask (volume: 100 ml), in which the inside was substituted by nitrogen, were supplied ether and lithium aluminum hydride (1.9 g; 51 mmol). To this mixture was added dropwise at room temperature an ether solution of 2,2,8-trimethyl-3-oxabicyclo-[4,4,0]- decan-4-one (1 g; 5.1 mmol) which had been separately prepared. The resultant mixture was allowed to react at the same temperature for 1 hour, and the reaction solution was poured into a 10% aqueous solution of hydrochloric acid... Reactants: [BH4-], CCCc1nc(C(=O)C(C)(C)C)c(C#N)n1Cc1ccc(-c2ccccc2-c2nnnn2C(c2ccccc2)(c2ccccc2)c2ccccc2)cc1, CCO, [Na+], C1CCOC1. The product is CCCc1nc(C(O)C(C)(C)C)c(C#N)n1Cc1ccc(-c2ccccc2-c2nnnn2C(c2ccccc2)(c2ccccc2)c2ccccc2)cc1. Reaction SMILES: [BH4-:1].[CH2:3]([CH2:4][CH3:5])[c:6]1[n:7]([CH2:19][c:20]2[cH:21][cH:22][c:23](-[c:26]3[c:27](-[c:32]4[n:33][n:34][n:35][n:36]4[C:37]([c:38]4[cH:39][cH:40][cH:41][cH:42][cH:43]4)([c:44]4[cH:45][cH:46][cH:47][cH:48][cH:49]4)[c:50]4[cH:51][cH:52][cH:53][cH:54][cH:55]4)[cH:28][cH:29][cH:30][cH:31]3)[cH:24][cH:25]2)[c:8]([C:17]#[N:18])[c:9]([C:11]([C:12]([CH3:13])([CH3:14])[CH3:15])=[O:16])[n:10]1.[CH3:56][CH2:57][OH:58].[Na+:2].[O:59]1[CH2:60][CH2:61][CH2:62][CH2:63]1>>[CH2:3]([CH2:4][CH3:5])[c:6]1[n:7]([CH2:19][c:20]2[cH:21][cH:22][c:23](-[c:26]3[c:27](-[c:32]4[n:33][n:34][n:35][n:36]4[C:37]([c:38]4[cH:39][cH:40][cH:41][cH:42][cH:43]4)([c:44]4[cH:45][cH:46][cH:47][cH:48][cH:49]4)[c:50]4[cH:51][cH:52][cH:53][cH:54][cH:55]4)[cH:28][cH:29][cH:30][cH:31]3)[cH:24][cH:25]2)[c:8]([C:17]#[N:18])[c:9]([CH:11]([C:12]([CH3:13])([CH3:14])[CH3:15])[OH:16])[n:10]1.